From a dataset of the Open Reaction Database (ORD), a public repository of structured organic reaction records. describe an organic reaction: reactants, conditions, products, and yield Starting materials: C(C)(C)N(C(C)C)CC (N,N-diisopropylethylamine), ClC=1C=C(C=NC1N1CCC(CC1)N1C(OCC2=C1C=CC=C2)=O)C(=O)O (5-Chloro-6-[4-(2-oxo-2H-3,1-benzoxazin-1(4H)-yl)piperidin-1-yl]pyridine-3-carboxylic acid), C(C(=O)Cl)(=O)Cl (oxalyl chloride), CN(C=O)C (N,N-dimethylformamide), CN1C(CCC1)=O (1-methyl-2-pyrrolidinone). The solvent is ClCCl (dichloromethane). Reaction conditions: time 1 hour. Yields the product NC(C(C#N)NC(=O)C=1C=NC(=C(C1)Cl)N1CCC(CC1)N1C(OCC2=C1C=CC=C2)=O)=O (N-(2-Amino-1-cyano-2-oxoethyl)-5-chloro-6-[4-(2-oxo-2H-3,1-benzoxazin-1(4H)-yl)piperidin-1-yl]pyridine-3-carboxamide). As a reaction SMILES: [Cl:1][C:2]1[CH:3]=[C:4]([C:25](O)=[O:26])[CH:5]=[N:6][C:7]=1[N:8]1[CH2:13][CH2:12][CH:11]([N:14]2[C:19]3[CH:20]=[CH:21][CH:22]=[CH:23][C:18]=3[CH2:17][O:16][C:15]2=[O:24])[CH2:10][CH2:9]1.C(Cl)(=O)C(Cl)=O.C[N:35](C)[CH:36]=[O:37].C([N:42](CC)[CH:43]([CH3:45])C)(C)C.C[N:49]1CCCC1=O>ClCCl>[NH2:35][C:36](=[O:37])[CH:45]([NH:49][C:25]([C:4]1[CH:5]=[N:6][C:7]([N:8]2[CH2:13][CH2:12][CH:11]([N:14]3[C:19]4[CH:20]=[CH:21][CH:22]=[CH:23][C:18]=4[CH2:17][O:16][C:15]3=[O:24])[CH2:10][CH2:9]2)=[C:2]([Cl:1])[CH:3]=1)=[O:26])[C:43]#[N:42]. Procedure: The product of example 148 step (i) (0.14 g) was stirred as a suspension in dichloromethane (4 ml) and to this mixture was added oxalyl chloride (0.05 g) followed by N,N-dimethylformamide (0.01 g). After stirring for 1 h at room temperature the mixture was treated with 2-aminocyanoacetanide (0.14 g) 1-methyl-2-pyrrolidinone (3 ml) and then N,N-diisopropylethylamine (1 ml), stirring was then continued for a further 18 h at room temperature. The reaction mixture was partitioned between aqueous sod... Reactants: C(C1=CC=CC=C1)NCCO (2-(benzylamino)ethanol), ClC(C#N)=C (2-chloro-propenenitrile). Run in C(C)OCC (ethyl ether). Run at time 12 hour. Yields the product C(C1=CC=CC=C1)N(CC(C#N)Cl)CCO (3-(benzyl(2-hydroxyethyl)amino)-2-chloro-propanenitrile). Isolated yield 97.7%. Reaction SMILES: [CH2:1]([NH:8][CH2:9][CH2:10][OH:11])[C:2]1[CH:7]=[CH:6][CH:5]=[CH:4][CH:3]=1.[Cl:12][C:13](=[CH2:16])[C:14]#[N:15]>C(OCC)C>[CH2:1]([N:8]([CH2:9][CH2:10][OH:11])[CH2:16][CH:13]([Cl:12])[C:14]#[N:15])[C:2]1[CH:7]=[CH:6][CH:5]=[CH:4][CH:3]=1. Procedure details: 2-(benzylamino)ethanol 2a (5 g, 0.03 mol) and 2-chloro-propenenitrile (3 g, 0.03 mol) were dissolved in 50 mL of anhydrous ethyl ether in an ice-water bath, heated to room temperature and stirred for 12 hours. The reaction solution was concentrated under reduced pressure to obtain the crude title compound 3-(benzyl(2-hydroxyethyl)amino)-2-chloro-propanenitrile 2b (7 g) as a red oil liquid, which was used in the next step without further furification. Reaction SMILES: [ClH:1].[CH3:2][N:3]([CH2:8][CH2:9][OH:10])[CH2:4][CH2:5][CH2:6][CH3:7]>C(OCC)C>[ClH:1].[CH3:2][N:3]([CH2:8][CH2:9][OH:10])[CH2:4][CH2:5][CH2:6][CH3:7] |f:3.4|. Yields the product Cl.CN(CCCC)CCO (2-(N-methyl-N-butylamino)ethanol Hydrochloride). The solvent is C(C)OCC (diethyl ether). Reactants: Cl (Hydrochloric acid), CN(CCCC)CCO (2-(N-methyl-N-butylamino)ethanol). Procedure details: Hydrochloric acid (gas) was bubbled through a solution of 10.0 g (0.0762 mmol) of 2-(N-methyl-N-butylamino)ethanol in diethyl ether. The resultant solution was concentrated in vacuo to provide a gold oil. The reactants are C(C)(C)(C)N1N=CC(=C1C1=CC=C(C=C1)F)C=1SC=C(N1)CC(=O)O (2-(2-(1-tert-butyl-5-(4-fluorophenyl)-1H-pyrazol-4-yl)thiazol-4-yl)acetic acid), NCC(C)(O)C (1-amino-2-methyl-propan-2-ol). Yields the product C(C)(C)(C)N1N=CC(=C1C1=CC=C(C=C1)F)C=1SC=C(N1)CC(=O)NCC(C)(C)O (2-{2-[1-tert-butyl-5-(4-fluorophenyl)-1H-pyrazol-4-yl]-1,3-thiazol-4-yl}-N-(2-hydroxy-2-methylpropyl)acetamide). RXN SMILES: [C:1]([N:5]1[C:9]([C:10]2[CH:15]=[CH:14][C:13]([F:16])=[CH:12][CH:11]=2)=[C:8]([C:17]2[S:18][CH:19]=[C:20]([CH2:22][C:23]([OH:25])=O)[N:21]=2)[CH:7]=[N:6]1)([CH3:4])([CH3:3])[CH3:2].[NH2:26][CH2:27][C:28]([CH3:31])([OH:30])[CH3:29]>>[C:1]([N:5]1[C:9]([C:10]2[CH:15]=[CH:14][C:13]([F:16])=[CH:12][CH:11]=2)=[C:8]([C:17]2[S:18][CH:19]=[C:20]([CH2:22][C:23]([NH:26][CH2:27][C:28]([OH:30])([CH3:31])[CH3:29])=[O:25])[N:21]=2)[CH:7]=[N:6]1)([CH3:4])([CH3:2])[CH3:3]. Procedure details: Using 2-(2-(1-tert-butyl-5-(4-fluorophenyl)-1H-pyrazol-4-yl)thiazol-4-yl)acetic acid and 1-amino-2-methyl-propan-2-ol and by reaction and purification in the same manner as in the method described in Example 1, step 7, the title compound was obtained.